Dataset: the Open Reaction Database (ORD), a public repository of structured organic reaction records. Task: describe an organic reaction: reactants, conditions, products, and yield The reactants are C(C)(C)(C)OC(=O)NC1CN(CC1)S(=O)(=O)C=1C=2C(=CN=C(C2C=CC1)Cl)Cl ((R/S)-3-(tert-butoxycarbonyl)amino-1-(1,4-dichloro-5-isoquinolinesulfonyl)pyrrolidine), C([O-])([O-])=O.[K+].[K+] (potassium carbonate), N (ammonia). Solvent: [Cl-].[Na+].O (brine), CN1C(N(CC1)C)=O (1,3-dimethyl-2-imidazolidinone). Reaction conditions: temperature 80 celsius, time 24 hour. Yields the product C(C)(C)(C)OC(=O)NC1CN(CC1)S(=O)(=O)C=1C=2C(=CN=C(C2C=CC1)N)Cl ((R/S)-3-(tert-Butoxycarbonyl)amino-1-(1-amino-4-chloro-5-isoquinolinesulfonyl)-pyrrolidine). Reaction SMILES: [C:1]([O:5][C:6]([NH:8][CH:9]1[CH2:13][CH2:12][N:11]([S:14]([C:17]2[C:18]3[C:19]([Cl:28])=[CH:20][N:21]=[C:22](Cl)[C:23]=3[CH:24]=[CH:25][CH:26]=2)(=[O:16])=[O:15])[CH2:10]1)=[O:7])([CH3:4])([CH3:3])[CH3:2].C(=O)([O-])[O-].[K+].[K+].[NH3:35]>CN1CCN(C)C1=O.[Cl-].[Na+].O>[C:1]([O:5][C:6]([NH:8][CH:9]1[CH2:13][CH2:12][N:11]([S:14]([C:17]2[C:18]3[C:19]([Cl:28])=[CH:20][N:21]=[C:22]([NH2:35])[C:23]=3[CH:24]=[CH:25][CH:26]=2)(=[O:16])=[O:15])[CH2:10]1)=[O:7])([CH3:4])([CH3:3])[CH3:2] |f:1.2.3,6.7.8|. Procedure details: A suspension of Intermediate 26 (0.20 g), and potassium carbonate (0.31 g) in 1,3-dimethyl-2-imidazolidinone (3 ml, Tokyo Kasei Kogyo) is added with 25% aqueous ammonia (2 ml), and the mixture is stirred at 80° C. for 24 hours in a sealed tube. The reaction mixture is added with saturated brine (30 ml), and extracted 3 times with chloroform (30 ml for each time). The combined organic layer is washed twice with saturated brine (50 ml for each time), and dried over anhydrous magnesium sulfate. The... Starting materials: CC(C)(C)OC(=O)Nc1ccc(B2OC(C)(C)C(C)(C)O2)cc1[N+](=O)[O-], Clc1ccc(OC2CN3CCC2CC3)nn1, C1COCCO1, CN(C)C=O, O=C(C=Cc1ccccc1)C=Cc1ccccc1, O=C(C=Cc1ccccc1)C=Cc1ccccc1, O=C(C=Cc1ccccc1)C=Cc1ccccc1, [Pd], [Pd]. Yields the product CC(C)(C)OC(=O)Nc1ccc(-c2ccc(OC3CN4CCC3CC4)nn2)cc1[N+](=O)[O-]. RXN SMILES: [C:17]([CH3:18])([CH3:19])([CH3:20])[O:21][C:22]([NH:23][c:24]1[c:25]([N+:39](=[O:40])[O-:41])[cH:26][c:27]([B:30]2[O:31][C:32]([CH3:33])([CH3:34])[C:35]([CH3:36])([CH3:37])[O:38]2)[cH:28][cH:29]1)=[O:42].[Cl:1][c:2]1[cH:3][cH:4][c:5]([O:8][CH:9]2[CH2:10][N:11]3[CH2:12][CH2:13][CH:14]2[CH2:15][CH2:16]3)[n:6][n:7]1.[O:43]1[CH2:44][CH2:45][O:46][CH2:47][CH2:48]1.[O:49]=[CH:50][N:51]([CH3:52])[CH3:53].[O:56]=[C:57]([CH:58]=[CH:59][c:60]1[cH:61][cH:62][cH:63][cH:64][cH:65]1)[CH:66]=[CH:67][c:68]1[cH:69][cH:70][cH:71][cH:72][cH:73]1.[O:74]=[C:75]([CH:76]=[CH:77][c:78]1[cH:79][cH:80][cH:81][cH:82][cH:83]1)[CH:84]=[CH:85][c:86]1[cH:87][cH:88][cH:89][cH:90][cH:91]1.[O:92]=[C:93]([CH:94]=[CH:95][c:96]1[cH:97][cH:98][cH:99][cH:100][cH:101]1)[CH:102]=[CH:103][c:104]1[cH:105][cH:106][cH:107][cH:108][cH:109]1.[Pd:54].[Pd:55]>>[c:2]1(-[c:27]2[cH:26][c:25]([N+:39](=[O:40])[O-:41])[c:24]([NH:23][C:22]([O:21][C:17]([CH3:18])([CH3:19])[CH3:20])=[O:42])[cH:29][cH:28]2)[cH:3][cH:4][c:5]([O:8][CH:9]2[CH2:10][N:11]3[CH2:12][CH2:13][CH:14]2[CH2:15][CH2:16]3)[n:6][n:7]1. The reactants are CCO, [Cl-], O=C(Nc1ccc(Oc2cccc3c2CCC3=O)nc1)c1ccc(Cl)c(Cl)c1, [NH3+]O, c1ccncc1. Yields the product O=C(Nc1ccc(Oc2cccc3c2CCC3=NO)nc1)c1ccc(Cl)c(Cl)c1. RXN SMILES: [CH3:38][CH2:39][OH:40].[Cl-:29].[Cl:1][c:2]1[cH:3][c:4]([C:5](=[O:6])[NH:7][c:8]2[cH:9][n:10][c:11]([O:14][c:15]3[c:16]4[c:20]([cH:21][cH:22][cH:23]3)[C:19](=[O:24])[CH2:18][CH2:17]4)[cH:12][cH:13]2)[cH:25][cH:26][c:27]1[Cl:28].[OH:30][NH3+:31].[cH:32]1[cH:33][cH:34][n:35][cH:36][cH:37]1>>[Cl:1][c:2]1[cH:3][c:4]([C:5](=[O:6])[NH:7][c:8]2[cH:9][n:10][c:11]([O:14][c:15]3[c:16]4[c:20]([cH:21][cH:22][cH:23]3)[C:19](=[N:31][OH:30])[CH2:18][CH2:17]4)[cH:12][cH:13]2)[cH:25][cH:26][c:27]1[Cl:28]. The reactants are [N+](=O)([O-])C1=C(C=C(C=C1)C)C (4-nitro-m-xylene), S(O)(O)(=O)=O (sulfuric acid), O (Water), Br(=O)(=O)[O-].[K+] (potassium bromate). Run in C(C)(=O)O (acetic acid). Reaction conditions: time 72 hour. The product is BrC1=C(C=CC(=C1C)[N+](=O)[O-])C (2-bromo-1,3-dimethyl-4-nitrobenzene). As a reaction SMILES: [N+:1]([C:4]1[CH:9]=[CH:8][C:7]([CH3:10])=[CH:6][C:5]=1[CH3:11])([O-:3])=[O:2].S(=O)(=O)(O)O.O.[Br:18]([O-])(=O)=O.[K+]>C(O)(=O)C>[Br:18][C:6]1[C:5]([CH3:11])=[C:4]([N+:1]([O-:3])=[O:2])[CH:9]=[CH:8][C:7]=1[CH3:10] |f:3.4|. Procedure: To a solution of 4-nitro-m-xylene (0.96 g, 6.4 mmol) in acetic acid (8 mL) and sulfuric acid (4 g) and Water (4 mL) was added potassium bromate (1.18 g, 7 mmol) portion-wise over 20 minutes. The mixture was allowed to stir 72 hours at room temperature. The desired product was recovered together with starting material after partition between water, and ethyl acetate (2×) washing with water, saturated sodium bicarbonate solution and brine. The organic layer was dried over sodium sulfate, decanted ... Reactants: C(C)OC(=O)C1=NN(C=C1)C1CCOCC1 (1-(Tetrahydro-pyran-4-yl)-1H-pyrazole-3-carboxylic acid ethyl ester), [OH-].[Na+] (NaOH). The solvent is CCOC(=O)C (EtOAc), C1CCOC1 (THF), CO (MeOH). Run at time 8 hour. Product: O1CCC(CC1)N1N=C(C=C1)C(=O)O (1-(tetrahydro-pyran-4-yl)-1H-pyrazole-3-carboxylic acid). Isolated yield 80.3%. Reaction SMILES: C([O:3][C:4]([C:6]1[CH:10]=[CH:9][N:8]([CH:11]2[CH2:16][CH2:15][O:14][CH2:13][CH2:12]2)[N:7]=1)=[O:5])C.[OH-].[Na+]>C1COCC1.CO.CCOC(C)=O>[O:14]1[CH2:15][CH2:16][CH:11]([N:8]2[CH:9]=[CH:10][C:6]([C:4]([OH:5])=[O:3])=[N:7]2)[CH2:12][CH2:13]1 |f:1.2|. Procedure details: 1-(Tetrahydro-pyran-4-yl)-1H-pyrazole-3-carboxylic acid ethyl ester (1.14 g, 5.09 mmol) was dissolved in a mixture of THF (5.0 mL) and MeOH (5.0 mL). To this was added NaOH (20% aqueous, 5.0 mL). The reaction mixture was stirred overnight and was then diluted with EtOAc and washed with 1 M NaHSO4. The aqueous layer was extracted with EtOAc and the combined organics were dried over Na2SO4, filtered and concentrated under reduced pressure to give the product as a white solid (802 mg, 80%). The reactants are COC(=O)C(CC1CCCCC1)N1CC(OC)=CC1=O, Cl, [Li+], C1CCOC1, [OH-], O. Yields the product COC1=CC(=O)N(C(CC2CCCCC2)C(=O)O)C1. Reaction SMILES: [CH3:1][O:2][C:3]([CH:4]([CH2:5][CH:6]1[CH2:7][CH2:8][CH2:9][CH2:10][CH2:11]1)[N:12]1[C:13](=[O:19])[CH:14]=[C:15]([O:17][CH3:18])[CH2:16]1)=[O:20].[ClH:24].[Li+:23].[O:25]1[CH2:26][CH2:27][CH2:28][CH2:29]1.[OH-:22].[OH2:21]>>[O:2]=[C:3]([CH:4]([CH2:5][CH:6]1[CH2:7][CH2:8][CH2:9][CH2:10][CH2:11]1)[N:12]1[C:13](=[O:19])[CH:14]=[C:15]([O:17][CH3:18])[CH2:16]1)[OH:20].